This data is from the Open Reaction Database (ORD), a public repository of structured organic reaction records. The task is: describe an organic reaction: reactants, conditions, products, and yield Reactants: N1=CN=C2N=CNC2=C1N (adenine), TCA, N (ammonia), amino, OC(=O)CCCC[C@@H]1SC[C@@H]2NC(=O)N[C@H]12.P([O-])([O-])N (biotin phosphoramidite), N1N=NN=C1 (tetrazole), II (iodine), solution, nucleobase, N1=CN=C2N=CNC2=C1N (adenine). Reagents/catalysts: N1N=NN=C1 (tetrazole). The solvent is C(C)#N (acetonitrile). Product: OC(=O)CCCC[C@@H]1SC[C@@H]2NC(=O)N[C@H]12 (Biotin). As a reaction SMILES: N1C(N)=C2C(N=CN2)=NC=1.[OH:11][C:12]([CH2:14][CH2:15][CH2:16][CH2:17][C@H:18]1[C@@H:26]2[C@@H:21]([NH:22][C:23]([NH:25]2)=[O:24])[CH2:20][S:19]1)=[O:13].P(N)([O-])[O-].N1C=NN=N1.II.N>N1C=NN=N1.C(#N)C>[OH:13][C:12]([CH2:14][CH2:15][CH2:16][CH2:17][C@H:18]1[C@@H:26]2[C@@H:21]([NH:22][C:23]([NH:25]2)=[O:24])[CH2:20][S:19]1)=[O:11] |f:1.2|. Procedure details: The PNA moiety was prepared by solid phase synthesis as described in Example 1 (2 μmol synthesis). In the last cycle, a normal PNA building block, having adenine as the nucleobase, was coupled on (Formula VA; wherein TR is Mmt, U is NH, u′ is 2, PG is anisoyl, and B is adenine). After eliminating the terminal Mmt group with 3% TCA, the free amino function was reacted with biotin-phosphoramidite 5 (FIG. 4b) using tetrazole as catalyst. This reaction employs an excess of the phosphorylating reagen... Starting materials: [OH-].[Li+] (lithium hydroxide), COC(=O)C1=C(C2=C(N=CN=C2NC2=C(C=C(C=C2)F)O[C@@H]2CN(CCC2)S(=O)(=O)C)S1)C (4-[4-Fluoro-2-((S)-1-methanesulfonyl-piperidin-3-yloxy)-phenylamino]-5-methyl-thieno[2,3-d]pyrimidine-6-carboxylic acid methyl ester), Cl (HCl). Run in O (water), O (H2O), C1CCOC1 (THF). Reaction conditions: time 4 hour. Yields the product FC1=CC(=C(C=C1)NC=1C2=C(N=CN1)SC(=C2C)C(=O)O)O[C@@H]2CN(CCC2)S(=O)(=O)C (4-[4-Fluoro-2-((S)-1-methanesulfonyl-piperidin-3-yloxy)-phenylamino]-5-methyl-thieno[2,3-d]pyrimidine-6-carboxylic acid). As a reaction SMILES: C[O:2][C:3]([C:5]1[S:32][C:8]2[N:9]=[CH:10][N:11]=[C:12]([NH:13][C:14]3[CH:19]=[CH:18][C:17]([F:20])=[CH:16][C:15]=3[O:21][C@H:22]3[CH2:27][CH2:26][CH2:25][N:24]([S:28]([CH3:31])(=[O:30])=[O:29])[CH2:23]3)[C:7]=2[C:6]=1[CH3:33])=[O:4].[OH-].[Li+].Cl>C1COCC1.O>[F:20][C:17]1[CH:18]=[CH:19][C:14]([NH:13][C:12]2[C:7]3[C:6]([CH3:33])=[C:5]([C:3]([OH:4])=[O:2])[S:32][C:8]=3[N:9]=[CH:10][N:11]=2)=[C:15]([O:21][C@H:22]2[CH2:27][CH2:26][CH2:25][N:24]([S:28]([CH3:31])(=[O:30])=[O:29])[CH2:23]2)[CH:16]=1 |f:1.2|. Procedure: 4-[4-Fluoro-2-((S)-1-methanesulfonyl-piperidin-3-yloxy)-phenylamino]-5-methyl-thieno[2,3-d]pyrimidine-6-carboxylic acid methyl ester (130 mg) was dissolved in THF (3 ml) and a solution of lithium hydroxide* H2O (60 mg) in water (3 ml) was added. The mixture was stirred for 4 h. HCl (2M) was added to adjusted to pH 5 and the volatile solvent partially removed until crystallization occurred. The solid was collected by filtration. The filter cake was washed with water and was dried to give the desi... Starting materials: ClC1=C(C(=CC(=C1)Cl)I)N (2,4-Dichloro-6-iodo-phenylamine), C1(=CC=CC=C1)C#C (phenylacetylene). Product: ClC=1C=C2C=C(NC2=C(C1)Cl)C1=CC=CC=C1 (5,7-Dichloro-2-phenyl-1H-indole). The yield is 85.0%. As a reaction SMILES: [Cl:1][C:2]1[CH:7]=[C:6]([Cl:8])[CH:5]=[C:4](I)[C:3]=1[NH2:10].[C:11]1([C:17]#[CH:18])[CH:16]=[CH:15][CH:14]=[CH:13][CH:12]=1>>[Cl:8][C:6]1[CH:5]=[C:4]2[C:3](=[C:2]([Cl:1])[CH:7]=1)[NH:10][C:17]([C:11]1[CH:16]=[CH:15][CH:14]=[CH:13][CH:12]=1)=[CH:18]2. Procedure: The general procedure was used to convert 2,4-Dichloro-6-iodo-phenylamine and phenylacetylene to the title product. Purification by flash chromatography gave the analytically pure product as a white solid, 85% yield. 1H NMR (300 MHz, DMSO) δ 11.82 (s, 1H), 8.01-7.98 (d, J=8.2, 2H), 7.57 (s, 1H), 7.51-7.46 (t, J=7.15, 2H), 7.40-7.36 (t, J=7.15, 1H), 7.26 (d, J=1.88, 1H), 6.95 (d, J=2.07, 1H). 13C NMR (75 MHz, DMSO) δ 141.99, 133.71, 131.98, 131.86, 129.60, 129.10, 126.98, 124.85, 121.56, 119.11, ... The reactants are C(C)NC(=S)NCCNCC=1SC=CN1 (N-ethyl-N'-[2-(2-thiazolylmethylamino)ethyl]thiourea), N#CN.[Pb] (lead cyanamide). Yields the product C(#N)NC(=NCCNCC=1SC=CN1)NCC (N-cyano-N'-ethyl-N"-[2-(2-thiazolylmethylamino)ethyl]-guanidine). Reaction SMILES: [CH2:1]([NH:3][C:4]([NH:6][CH2:7][CH2:8][NH:9][CH2:10][C:11]1[S:12][CH:13]=[CH:14][N:15]=1)=S)[CH3:2].[N:16]#[C:17][NH2:18].[Pb]>>[C:17]([NH:18][C:4]([NH:3][CH2:1][CH3:2])=[N:6][CH2:7][CH2:8][NH:9][CH2:10][C:11]1[S:12][CH:13]=[CH:14][N:15]=1)#[N:16] |f:1.2,^3:18|. Procedure: Reacting N-(2-thiazolylmethyl)ethylenediamine with ethyl isothiocyanate by the procedure of Example 3(b) and then chromatographing gives N-ethyl-N'-[2-(2-thiazolylmethylamino)ethyl]thiourea. Reacting this thiourea with lead cyanamide by the procedure of Example 3(b) gives N-cyano-N'-ethyl-N"-[2-(2-thiazolylmethylamino)ethyl]-guanidine. Reactants: [Cl-] (chloride), O (Water), COC=1C=C2C(=CC=NC2=CC1OC)OC1=C(C=C(C=C1)OC)C(CC)O (1-{2-[(6,7-dimethoxy-4-quinolyl)oxy]-5-methoxyphenyl}-1-propanol), COC=1C=C2C(=CC=NC2=CC1OC)OC1=C(C=C(C=C1)OC)C(CC)O (1-{2-[(6,7-dimethoxy-4-quinolyl)oxy]-5-methoxyphenyl}-1-propanol), C1CCC2=NCCCN2CC1 (1,8-Diazabicyclo[5.4.0]-7-undecene). Solvent: C(Cl)Cl (methylene chloride), C(Cl)Cl (methylene chloride). Run at temperature -78 celsius, time 30 minute. The product is COC=1C=C2C(=CC=NC2=CC1OC)OC1=C(C=C(C=C1)OC)C(CC)=O (1-{2-[(6,7-Dimethoxy-4-quinolyl)oxy]-5-methoxyphenyl}-1-propanone). Yield: 85.7%. As a reaction SMILES: [CH3:1][O:2][C:3]1[CH:4]=[C:5]2[C:10](=[CH:11][C:12]=1[O:13][CH3:14])[N:9]=[CH:8][CH:7]=[C:6]2[O:15][C:16]1[CH:21]=[CH:20][C:19]([O:22][CH3:23])=[CH:18][C:17]=1[CH:24]([OH:27])[CH2:25][CH3:26].C1CCN2C(=NCCC2)CC1.[Cl-].O>C(Cl)Cl>[CH3:1][O:2][C:3]1[CH:4]=[C:5]2[C:10](=[CH:11][C:12]=1[O:13][CH3:14])[N:9]=[CH:8][CH:7]=[C:6]2[O:15][C:16]1[CH:21]=[CH:20][C:19]([O:22][CH3:23])=[CH:18][C:17]=1[C:24](=[O:27])[CH2:25][CH3:26]. Procedure: Under an argon atmosphere, 1-{2-[(6,7-dimethoxy-4-quinolyl)oxy]-5-methoxyphenyl}-1-propanol (compound 11) (65.9 mg) was dissolved in methylene chloride (2 ml) to prepare a solution. 1,8-Diazabicyclo[5.4.0]-7-undecene (72 mg) was then added to the solution, and the mixture was cooled to −78° C. N-Tert-butylbenzenesulfineimidoyl chloride (71.4 mg) was dissolved in methylene chloride to prepare a solution, and the solution was added to the reaction solution. The mixture was stirred at −78° C. for 3... Reactants: C1(CCNCCCC1)C1=C(C=CC=C1)S(=O)(=O)Cl (4-azacyclooctylbenzenesulphonyl chloride), O1CCCC1 (tetrahydrofuran), NCCCCC(=O)O (5-aminovaleric acid), [OH-].[Na+] (sodium hydroxide). Solvent: O (water). Reaction conditions: time 2 hour. Product: N1(CCCCCCC1)C1=CC=C(C=C1)S(=O)(=O)NCCCCC(=O)O (5-[4-(1-Azacyclooctyl)benzenesulphonylamino]valeric acid). As a reaction SMILES: C1([C:9]2[CH:14]=[CH:13][CH:12]=[CH:11][C:10]=2[S:15](Cl)(=[O:17])=[O:16])CCCCNCC1.[NH2:19][CH2:20][CH2:21][CH2:22][CH2:23][C:24]([OH:26])=[O:25].[OH-].[Na+].O1[CH2:33][CH2:32][CH2:31][CH2:30]1>O>[N:19]1([C:13]2[CH:14]=[CH:9][C:10]([S:15]([NH:19][CH2:20][CH2:21][CH2:22][CH2:23][C:24]([OH:26])=[O:25])(=[O:16])=[O:17])=[CH:11][CH:12]=2)[CH2:20][CH2:21][CH2:22][CH2:33][CH2:32][CH2:31][CH2:30]1 |f:2.3|. Procedure details: 4.5 g of 4-azacyclooctylbenzenesulphonyl chloride are added to a solution comprising 1.82 g of 5-aminovaleric acid and 1.87 g of sodium hydroxide dissolved in 45 cm3 of water, followed by the addition of 45 cm3 of tetrahydrofuran in order to obtain a solution. The mixture is kept stirred for 2 hours at room temperature, the tetrahydrofuran is evaporated off, the reaction medium is acidified using acetic acid, the precipitate is filtered off, washed with water and dried and 3.6 g of expected prod... The reactants are C(C)(=O)OC(C)=O (acetic anhydride), O (water), N1=CC=CC=C1 (pyridine). Conditions: time 12 hour. Product: C(C)(=O)OC1C2C=CC(C1)C2 (2-acetoxy-5-norbornene). RXN SMILES: [C:1]([O:4][C:5](=O)[CH3:6])(=O)[CH3:2].[OH2:8].N1[CH:14]=[CH:13][CH:12]=[CH:11][CH:10]=1>>[C:1]([O:4][CH:5]1[CH2:6][CH:13]2[CH2:14][CH:10]1[CH:11]=[CH:12]2)(=[O:8])[CH3:2]. Reported procedure: 11 g of 2-hydroxymethyl-5-norboronene were dissolved in 21 ml of pyridine, and 11 ml of acetic anhydride were added dropwise to the mixture, followed by stirring at room temperature for 12 hours. The resultant reaction mixture was poured into 100 ml of water, and the organic layer was then extracted with 100 ml of ethyl acetate. Afterward, the thus extracted organic layer was washed with 0.5 N hydrochloric acid, a 3% aqueous sodium carbonate solution and saturated saline in this order. This orga...